From a dataset of the Open Reaction Database (ORD), a public repository of structured organic reaction records. describe an organic reaction: reactants, conditions, products, and yield Reactants: BrC1=CC=C(C=C1)I (1-Bromo-4-iodobenzene), N#N (N2), C1(=CC=CC=C1)C#C (Phenylacetylene). The reagents and catalysts are [Cu]I (CuI), Cl[Pd]([P](C1=CC=CC=C1)(C2=CC=CC=C2)C3=CC=CC=C3)([P](C4=CC=CC=C4)(C5=CC=CC=C5)C6=CC=CC=C6)Cl (bis(triphenylphospine)palladium(II) dichloride). Solvent: O1CCCC1 (tetrahydrofuran), C(C)N(CC)CC (triethylamine). Conditions: time 22 hour. The product is C1(=CC=CC=C1)C#CC1=CC=C(C=C1)Br (4-(phenylethynyl)-1-bromobenzene). The yield is 99.2%. RXN SMILES: [Br:1][C:2]1[CH:7]=[CH:6][C:5](I)=[CH:4][CH:3]=1.N#N.[C:11]1([C:17]#[CH:18])[CH:16]=[CH:15][CH:14]=[CH:13][CH:12]=1>C(N(CC)CC)C.O1CCCC1.Cl[Pd](Cl)([P](C1C=CC=CC=1)(C1C=CC=CC=1)C1C=CC=CC=1)[P](C1C=CC=CC=1)(C1C=CC=CC=1)C1C=CC=CC=1.[Cu]I>[C:11]1([C:17]#[C:18][C:5]2[CH:6]=[CH:7][C:2]([Br:1])=[CH:3][CH:4]=2)[CH:16]=[CH:15][CH:14]=[CH:13][CH:12]=1 |^1:33,52|. Procedure: 1-Bromo-4-iodobenzene (20.0 g, 70.7 mmol), bis(triphenylphospine)palladium(II) dichloride (PdCl2(PPh3)2) (250 mg), and CuI (68 mg) were suspended in 50 mL triethylamine (NEt3) and 100 mL tetrahydrofuran (THF). The suspension was treated with 3 cycles of evacuation and refilling with N2. Phenylacetylene (7.21 g, 7.75 mL, 1.0 eq) was added in 0.5 mL portions every 5 minutes to the stirred suspension. The solution was then stirred at room temperature for 22 hours. The solvents were then evaporated.... Reactants: N[C@](CC(=O)C1=CC=C(C=C1)C)(C(F)(F)F)C1=CC=C(C=C1)OCCCC(F)(F)F ((S)-3-Amino-4,4,4-trifluoro-1-p-tolyl-3-(4-(4,4,4-trifluorobutoxy)phenyl)-butan-1-one), 2, O=C1N(C(C2=CC=CC=C12)=O)CC(=O)O (2-(1,3-dioxoisoindolin-2-yl)acetic acid), C1=CC=C(C=C1)P(C2=CC=CC=C2)C3=CC=CC=C3 (PPh3), C(Cl)(Cl)(Cl)C#N (CCl3CN). The solvent is N1=CC=CC=C1 (pyridine), C(Cl)Cl (DCM), C(Cl)Cl (DCM), C(Cl)Cl (DCM). Reaction conditions: time 3 hour. Yields the product O=C1N(C(C2=CC=CC=C12)=O)CC(=O)N[C@@](C(F)(F)F)(CC(C1=CC=C(C=C1)C)=O)C1=CC=C(C=C1)OCCCC(F)(F)F ((S)-2-(1,3-Dioxoisoindolin-2-yl)-N-(1,1,1-trifluoro-4-oxo-4-p-tolyl-2-(4-(4,4,4-trifluorobutoxy)phenyl)butan-2-yl)acetamide). The yield is 87.0%. RXN SMILES: [O:1]=[C:2]1[C:10]2[C:5](=[CH:6][CH:7]=[CH:8][CH:9]=2)[C:4](=[O:11])[N:3]1[CH2:12][C:13]([OH:15])=O.C1C=CC(P(C2C=CC=CC=2)C2C=CC=CC=2)=CC=1.C(C#N)(Cl)(Cl)Cl.[NH2:41][C@@:42]([C:57]1[CH:62]=[CH:61][C:60]([O:63][CH2:64][CH2:65][CH2:66][C:67]([F:70])([F:69])[F:68])=[CH:59][CH:58]=1)([C:53]([F:56])([F:55])[F:54])[CH2:43][C:44]([C:46]1[CH:51]=[CH:50][C:49]([CH3:52])=[CH:48][CH:47]=1)=[O:45]>C(Cl)Cl.N1C=CC=CC=1>[O:11]=[C:4]1[C:5]2[C:10](=[CH:9][CH:8]=[CH:7][CH:6]=2)[C:2](=[O:1])[N:3]1[CH2:12][C:13]([NH:41][C@:42]([C:57]1[CH:62]=[CH:61][C:60]([O:63][CH2:64][CH2:65][CH2:66][C:67]([F:68])([F:69])[F:70])=[CH:59][CH:58]=1)([CH2:43][C:44](=[O:45])[C:46]1[CH:47]=[CH:48][C:49]([CH3:52])=[CH:50][CH:51]=1)[C:53]([F:56])([F:55])[F:54])=[O:15]. Reported procedure: To a solution of 2-(1,3-dioxoisoindolin-2-yl)acetic acid (592 mg, 2.88 mmol) in dry DCM (10 mL) was added PPh3 (2269 mg, 8.65 mmol) fairy rapidly, and then CCl3CN (500 mg, 3.46 mmol) was added dropwise. The mixture was stirred at rt for 3 h and a solution of Intermediate 2F, isomer 2 (500 mg, 1.15 mmol) in dry DCM (3 mL), followed by pyridine (0.3 mL) were added. The mixture was stirred at rt overnight. The mixture was diluted with DCM (10 mL) and washed with sat'd NaHCO3 (2×8 mL). The organic l... The reactants are CCCCCCCCCCc1cnc(-c2ccc(O)c(Br)c2)nc1, O=C([O-])[O-], CCC(C)=O, [K+], [K+], Cc1ccc(S(=O)(=O)OCC2CCC(O)CC2)cc1, O. Product: CCCCCCCCCCc1cnc(-c2ccc(OCC3CCC(O)CC3)c(Br)c2)nc1. RXN SMILES: [Br:1][c:2]1[c:3]([OH:24])[cH:4][cH:5][c:6](-[c:8]2[n:9][cH:10][c:11]([CH2:14][CH2:15][CH2:16][CH2:17][CH2:18][CH2:19][CH2:20][CH2:21][CH2:22][CH3:23])[cH:12][n:13]2)[cH:7]1.[C:44](=[O:45])([O-:46])[O-:47].[CH3:50][C:51](=[O:52])[CH2:53][CH3:54].[K+:48].[K+:49].[O:25]([S:26]([c:27]1[cH:28][cH:29][c:30]([CH3:31])[cH:32][cH:33]1)(=[O:34])=[O:35])[CH2:36][CH:37]1[CH2:38][CH2:39][CH:40]([OH:43])[CH2:41][CH2:42]1.[OH2:55]>>[Br:1][c:2]1[c:3]([O:24][CH2:36][CH:37]2[CH2:38][CH2:39][CH:40]([OH:43])[CH2:41][CH2:42]2)[cH:4][cH:5][c:6](-[c:8]2[n:9][cH:10][c:11]([CH2:14][CH2:15][CH2:16][CH2:17][CH2:18][CH2:19][CH2:20][CH2:21][CH2:22][CH3:23])[cH:12][n:13]2)[cH:7]1. Starting materials: CS(=O)c1nc(N)nc(-c2ccco2)c1Br, CCCCO, C1CCC2=NCCCN2CC1, C1COCCO1. The product is CCCCOc1nc(N)nc(-c2ccco2)c1Br. Reaction SMILES: [Br:1][c:2]1[c:3](-[c:12]2[o:13][cH:14][cH:15][cH:16]2)[n:4][c:5]([NH2:11])[n:6][c:7]1[S:8]([CH3:9])=[O:10].[CH2:17]([CH2:18][CH2:19][CH3:20])[OH:21].[CH2:22]1[CH2:23][CH2:24][C:25]2=[N:30][CH2:29][CH2:28][CH2:27][N:26]2[CH2:31][CH2:32]1.[O:33]1[CH2:34][CH2:35][O:36][CH2:37][CH2:38]1>>[Br:1][c:2]1[c:3](-[c:12]2[o:13][cH:14][cH:15][cH:16]2)[n:4][c:5]([NH2:11])[n:6][c:7]1[O:21][CH2:17][CH2:18][CH2:19][CH3:20]. Starting materials: ClC1=C(OC(C(=O)OCC)C)C=C(C(=C1)F)C1=NN(C(=C1Cl)C(F)(F)F)C (2-(2-chloro-5-(4-chloro-1-methyl-5-(trifluoromethyl)-1H-pyrazol-3-yl)-4 -fluorophenoxy)-propanoic acid, ethyl ester), [OH-].[Na+] (NaOH), Cl (HCl). Solvent: O (water), O1CCOCC1 (1,4-dioxane). Reaction conditions: time 30 minute. Yields the product ClC1=C(OC(C(=O)O)C)C=C(C(=C1)F)C1=NN(C(=C1Cl)C(F)(F)F)C (2-(2-chloro-5-(4-chloro-1-methyl-5-(tri-fluoromethyl)-1H-pyrazol-3-yl)-4-fluorophenoxy)-propanoic acid). The yield is 98.2%. Reaction SMILES: [Cl:1][C:2]1[CH:15]=[C:14]([F:16])[C:13]([C:17]2[C:21]([Cl:22])=[C:20]([C:23]([F:26])([F:25])[F:24])[N:19]([CH3:27])[N:18]=2)=[CH:12][C:3]=1[O:4][CH:5]([CH3:11])[C:6]([O:8]CC)=[O:7].[OH-].[Na+].Cl>O.O1CCOCC1>[Cl:1][C:2]1[CH:15]=[C:14]([F:16])[C:13]([C:17]2[C:21]([Cl:22])=[C:20]([C:23]([F:25])([F:26])[F:24])[N:19]([CH3:27])[N:18]=2)=[CH:12][C:3]=1[O:4][CH:5]([CH3:11])[C:6]([OH:8])=[O:7] |f:1.2|. Procedure details: To a slurry of 1.4 g (3.3 mmole) 2-(2-chloro-5-(4-chloro-1-methyl-5-(trifluoromethyl)-1H-pyrazol-3-yl)-4 -fluorophenoxy)-propanoic acid, ethyl ester in 50 mL water and 30 mL 1,4-dioxane was added 1.3 mL (3.3 mmole) of a 10% NaOH solution. After 30 minutes, the solution was cooled and the pH adjusted to 3 with concentrated HCl. The reaction mixture was extracted with diethyl ether. The ether solution was washed with water, dried over anhydrous MgSO4, and concentrated in vacuo. The residue was rec...